Task: describe an organic reaction: reactants, conditions, products, and yield. Dataset: the Open Reaction Database (ORD), a public repository of structured organic reaction records The reactants are O=C([O-])[O-], CON, Cc1ccccc1, Cn1nc(-c2cc(C(=O)Cl)c(Cl)cc2F)c(Cl)c1OC(F)F, Cl, [K+], [K+], O. Product: CONC(=O)c1cc(-c2nn(C)c(OC(F)F)c2Cl)c(F)cc1Cl. As a reaction SMILES: [C:23](=[O:24])([O-:25])[O-:26].[CH3:30][O:31][NH2:32].[CH3:33][c:34]1[cH:35][cH:36][cH:37][cH:38][cH:39]1.[Cl:1][c:2]1[c:3]([C:4](=[O:5])[Cl:6])[cH:7][c:8](-[c:12]2[n:13][n:14]([CH3:22])[c:15]([O:18][CH:19]([F:20])[F:21])[c:16]2[Cl:17])[c:9]([F:11])[cH:10]1.[ClH:29].[K+:27].[K+:28].[OH2:40]>>[Cl:1][c:2]1[c:3]([C:4](=[O:5])[NH:32][O:31][CH3:30])[cH:7][c:8](-[c:12]2[n:13][n:14]([CH3:22])[c:15]([O:18][CH:19]([F:20])[F:21])[c:16]2[Cl:17])[c:9]([F:11])[cH:10]1. Reactants: C(C)(C)(C)OC(NC1(COC(OC1)(C)C)C#C)=O (tert-butyl-5-ethynyl-2,2-dimethyl-1,3-dioxan-5-ylcarbamate), IC=1C=C2CN(CC2=CC1)C(C1=CC=CC=C1)(C1=CC=CC=C1)C1=CC=CC=C1 (5-iodo-2-tritylisoindoline), C#CCCCCCC (1-octyne), IC1=CC=C(OCCC=2C3C(C(CC2)C3)(C)C)C=C1 (2-(2-(4-Iodophenoxy)ethyl)-6,6-dimethylbicyclo[3.1.1]hept-2-ene). Product: C(C)(C)(C)OC(NC1(COC(OC1)(C)C)C#CC1=CC=C(C=C1)OCCC=1C2C(C(CC1)C2)(C)C)=O (tert-Butyl-5-((4-(2-(6,6-dimethylbicyclo[3.1.1]hept-2-en-2-yl)ethoxy)phenyl)ethynyl)-2,2-dimethyl-1,3-dioxan-5-ylcarbamate). The yield is 66.0%. RXN SMILES: [C:1]([O:5][C:6](=[O:18])[NH:7][C:8]1([C:16]#[CH:17])[CH2:13][O:12][C:11]([CH3:15])([CH3:14])[O:10][CH2:9]1)([CH3:4])([CH3:3])[CH3:2].C#CCCCCCC.I[C:28]1[CH:45]=[CH:44][C:31]([O:32][CH2:33][CH2:34][C:35]2[CH:36]3[CH2:41][CH:38]([CH2:39][CH:40]=2)[C:37]3([CH3:43])[CH3:42])=[CH:30][CH:29]=1.IC1C=C2C(=CC=1)CN(C(C1C=CC=CC=1)(C1C=CC=CC=1)C1C=CC=CC=1)C2>>[C:1]([O:5][C:6](=[O:18])[NH:7][C:8]1([C:16]#[C:17][C:28]2[CH:29]=[CH:30][C:31]([O:32][CH2:33][CH2:34][C:35]3[CH:36]4[CH2:41][CH:38]([CH2:39][CH:40]=3)[C:37]4([CH3:43])[CH3:42])=[CH:44][CH:45]=2)[CH2:13][O:12][C:11]([CH3:15])([CH3:14])[O:10][CH2:9]1)([CH3:4])([CH3:3])[CH3:2]. Procedure: When tert-butyl-5-ethynyl-2,2-dimethyl-1,3-dioxan-5-ylcarbamate was substituted for 1-octyne and the product of Step B was substituted for 5-iodo-2-tritylisoindoline in Example 2, Step D, the similar process afforded the title compound in 66% yield, as pale paste. 1H-NMR (CDCl3) 0.80 (s, 3H); 1.25 (s, 3H); 1.41 (s, 3H); 1.46 (s, 9H); 2.06 (d, 2H, J=5.47 Hz); 2.21 (d, 2H, J=8.44 Hz); 2.33-2.44 (m, 4H); 3.93 (tr, 2H, J=7.0 Hz); 3.98 (d, 2H, J=11.4 Hz); 4.08 (d, 2H, J=11.5 Hz); 5.18 (s, 1H); 5.32 (... Reactants: C=CCC1CC2(CCCC)Cc3cc(OCOC)ccc3C2=C(C)C1=O, C1CCOC1, CCOC(C)=O, Cl. Yields the product C=CCC1CC2(CCCC)Cc3cc(O)ccc3C2=C(C)C1=O. As a reaction SMILES: [CH2:1]([CH:2]=[CH2:3])[CH:4]1[CH2:5][C:6]2([CH2:23][CH2:24][CH2:25][CH3:26])[CH2:7][c:8]3[cH:9][c:10]([O:19][CH2:20][O:21][CH3:22])[cH:11][cH:12][c:13]3[C:14]2=[C:15]([CH3:18])[C:16]1=[O:17].[CH2:28]1[O:29][CH2:30][CH2:31][CH2:32]1.[CH3:33][CH2:34][O:35][C:36]([CH3:37])=[O:38].[ClH:27]>>[CH2:1]([CH:2]=[CH2:3])[CH:4]1[CH2:5][C:6]2([CH2:23][CH2:24][CH2:25][CH3:26])[CH2:7][c:8]3[cH:9][c:10]([OH:19])[cH:11][cH:12][c:13]3[C:14]2=[C:15]([CH3:18])[C:16]1=[O:17]. RXN SMILES: [CH3:1][Si:2]([CH3:3])([CH3:4])[CH2:5][CH2:6][O:7][CH2:8][N:9]([CH2:10][O:11][CH2:12][CH2:13][Si:14]([CH3:15])([CH3:16])[CH3:17])[c:18]1[n:19]2[n:20][cH:21][cH:22][c:23]2[n:24][c:25]([CH:26]2[CH2:27][CH2:28][CH:29]([CH2:30][C:31]([O:32][CH2:33][CH3:34])=[O:35])[CH2:36][CH2:37]2)[cH:38]1.[CH3:39][Si:40]([CH2:41][CH2:42][O:43][CH2:44][N:45]([c:46]1[cH:47][c:48]([CH:55]2[CH2:56][C:57](=[CH:61][C:62](=[O:63])[O:64][CH2:65][CH3:66])[CH2:58][CH2:59][CH2:60]2)[n:49][c:50]2[n:51]1[n:52][cH:53][cH:54]2)[CH2:67][O:68][CH2:69][CH2:70][Si:71]([CH3:72])([CH3:73])[CH3:74])([CH3:75])[CH3:76].[CH3:77][Si:78]([CH3:79])([CH3:80])[CH2:81][CH2:82][O:83][CH2:84][N:85]([CH2:86][O:87][CH2:88][CH2:89][Si:90]([CH3:91])([CH3:92])[CH3:93])[c:94]1[n:95]2[n:96][cH:97][cH:98][c:99]2[n:100][c:101]([CH:102]2[CH2:103][CH2:104][C:105](=[CH:106][C:107]([O:108][CH2:109][CH3:110])=[O:111])[CH2:112][CH2:113]2)[cH:114]1>>[CH3:39][Si:40]([CH2:41][CH2:42][O:43][CH2:44][N:45]([c:46]1[cH:47][c:48]([CH:55]2[CH2:56][CH:57]([CH2:61][C:62](=[O:63])[O:64][CH2:65][CH3:66])[CH2:58][CH2:59][CH2:60]2)[n:49][c:50]2[n:51]1[n:52][cH:53][cH:54]2)[CH2:67][O:68][CH2:69][CH2:70][Si:71]([CH3:72])([CH3:73])[CH3:74])([CH3:75])[CH3:76]. Yields the product CCOC(=O)CC1CCCC(c2cc(N(COCC[Si](C)(C)C)COCC[Si](C)(C)C)n3nccc3n2)C1. The reactants are CCOC(=O)CC1CCC(c2cc(N(COCC[Si](C)(C)C)COCC[Si](C)(C)C)n3nccc3n2)CC1, CCOC(=O)C=C1CCCC(c2cc(N(COCC[Si](C)(C)C)COCC[Si](C)(C)C)n3nccc3n2)C1, CCOC(=O)C=C1CCC(c2cc(N(COCC[Si](C)(C)C)COCC[Si](C)(C)C)n3nccc3n2)CC1. Reactants: FC1=CC(=C(N)C=C1C)C#C[Si](C)(C)C (4-fluoro-5-methyl-2-((trimethylsilyl)ethynyl)aniline), C(C)OCC (ethyl ether). Reagents/catalysts: [Cu]I (copper(I) iodide). The solvent is CN(C)C=O (DMF). Conditions: temperature 100 celsius, time 4 hour. Product: FC=1C=C2C=C(NC2=CC1C)[Si](C)(C)C (5-fluoro-6-methyl-2-(trimethylsilyl)-1H-indole), FC=1C=C2C=CNC2=CC1C (5-fluoro-6-methyl-1H-indole). Yield: 10.0%. RXN SMILES: [F:1][C:2]1[C:8]([CH3:9])=[CH:7][C:5]([NH2:6])=[C:4]([C:10]#[C:11][Si:12]([CH3:15])([CH3:14])[CH3:13])[CH:3]=1.C(OCC)C>CN(C=O)C.[Cu]I>[F:1][C:2]1[CH:3]=[C:4]2[C:5](=[CH:7][C:8]=1[CH3:9])[NH:6][C:11]([Si:12]([CH3:13])([CH3:15])[CH3:14])=[CH:10]2.[F:1][C:2]1[CH:3]=[C:4]2[C:5](=[CH:7][C:8]=1[CH3:9])[NH:6][CH:11]=[CH:10]2. Procedure details: A mixture of 4-fluoro-5-methyl-2-((trimethylsilyl)ethynyl)aniline (plus ca. 10% of the undesired isomer) (10.3 g, 46.6 mmol) and copper(I) iodide (17.75 g, 93.2 mmol) in DMF (200 mL) was stirred at 100° C. for 4 hours. The mixture was then treated with ethyl ether (300 mL) and filtered. The filtrate was washed with water (200 mL) and extracted with ether. The organics were combined and washed with water, brine, and dried over Na2SO4 and concentrated. The residue was purified by flash chromatogra... The reactants are ClC=1C=CC(=C(C(=O)NC2=C(C=C(C=C2)[N+](=O)[O-])Cl)C1)O (5-Chloro-N-(2-chloro-4-nitrophenyl)-2-hydroxybenzamide), C(C1=CC=CC=C1)(=O)Cl (benzoyl chloride). Reagents/catalysts: CN(C1=CC=NC=C1)C (4-dimethylaminopyridine). The solvent is N1=CC=CC=C1 (pyridine). Conditions: temperature 50 celsius, time 17 hour. Yields the product C(C1=CC=CC=C1)(=O)OC1=C(C=C(C=C1)Cl)C(NC1=C(C=C(C=C1)[N+](=O)[O-])Cl)=O (4-Chloro-2-(2-chloro-4-nitrophenylcarbamoyl)phenyl benzoate). Reaction SMILES: [Cl:1][C:2]1[CH:3]=[CH:4][C:5]([OH:21])=[C:6]([CH:20]=1)[C:7]([NH:9][C:10]1[CH:15]=[CH:14][C:13]([N+:16]([O-:18])=[O:17])=[CH:12][C:11]=1[Cl:19])=[O:8].[C:22](Cl)(=[O:29])[C:23]1[CH:28]=[CH:27][CH:26]=[CH:25][CH:24]=1>N1C=CC=CC=1.CN(C)C1C=CN=CC=1>[C:22]([O:21][C:5]1[CH:4]=[CH:3][C:2]([Cl:1])=[CH:20][C:6]=1[C:7](=[O:8])[NH:9][C:10]1[CH:15]=[CH:14][C:13]([N+:16]([O-:18])=[O:17])=[CH:12][C:11]=1[Cl:19])(=[O:29])[C:23]1[CH:28]=[CH:27][CH:26]=[CH:25][CH:24]=1. Reported procedure: A suspension of 5-Chloro-N-(2-chloro-4-nitrophenyl)-2-hydroxybenzamide (1.27 g., 3.88 mmol) in pyridine (15 mL) was treated with 4-dimethylaminopyridine (30 mg) and benzoyl chloride (0.49 mL, 4.27 mmol) was introduced dropwise. The suspension was warmed to 50° C. for one hour then cooled to room temperature and stirred for 17 hours. The reaction mixture was partitioned between 1N aqueous HCl and ethyl acetate. The ethyl acetate phase was washed with water, then brine, dried over magnesium sulfat... The reactants are OC1=CC=C(C=C1)C(CCC(=O)O)(C)C1=CC=C(C=C1)O (4,4-bis(4-hydroxyphenyl)pentanoic acid), H2 SO4, CO (methanol). Product: COC(CCC(C)(C1=CC=C(C=C1)O)C1=CC=C(C=C1)O)=O (4,4-bis(4-hydroxyphenyl)pentanoic acid methyl ester), solid. Isolated yield 94.0%. RXN SMILES: [OH:1][C:2]1[CH:7]=[CH:6][C:5]([C:8]([C:15]2[CH:20]=[CH:19][C:18]([OH:21])=[CH:17][CH:16]=2)([CH3:14])[CH2:9][CH2:10][C:11]([OH:13])=[O:12])=[CH:4][CH:3]=1.[CH3:22]O>>[CH3:22][O:12][C:11](=[O:13])[CH2:10][CH2:9][C:8]([C:15]1[CH:16]=[CH:17][C:18]([OH:21])=[CH:19][CH:20]=1)([C:5]1[CH:4]=[CH:3][C:2]([OH:1])=[CH:7][CH:6]=1)[CH3:14]. Procedure: To a solution in methanol (120 mL) of 4,4-bis(4-hydroxyphenyl)pentanoic acid (Aldrich Chemical Co., 12 g, 42 mmol) was added concentrated H2 SO4 (0.5 mL) and the mixture was heated to reflux for 3 hours. After cooling to room temperature the mixture was concentrated in vacuo and dissolved in ether (300 mL). The organic layer was washed with saturated aqueous NaHCO3 (2×150 mL) and brine, dried over MgSO4, filtered, and concentrated in vacuo to provide a thick oil which was crystallized from ether... Reactants: ClC=1C=C(N)C=CC1F (3-chloro-4-fluoroaniline), N1=CC=CC=C1 (pyridine), ClCC(=O)Cl (2-chloroacetyl chloride). Run in C1(=CC=CC=C1)C (toluene). Yields the product ClCC(=O)NC1=CC(=C(C=C1)F)Cl (N-(2-chloroacetyl)-3-chloro-4-fluoroaniline). The yield is 88.0%. RXN SMILES: [Cl:1][C:2]1[CH:3]=[C:4]([CH:6]=[CH:7][C:8]=1[F:9])[NH2:5].N1C=CC=CC=1.[Cl:16][CH2:17][C:18](Cl)=[O:19]>C1(C)C=CC=CC=1>[Cl:16][CH2:17][C:18]([NH:5][C:4]1[CH:6]=[CH:7][C:8]([F:9])=[C:2]([Cl:1])[CH:3]=1)=[O:19]. Reported procedure: To 130 ml. of toluene was added, with stirring, 24.0 g. (0.165 mole) of 3-chloro-4-fluoroaniline and 13.5 ml. (0.166 mole) of pyridine. The resulting solution was cooled to ca 0° C. and 13.2 ml. (0.166 mole) of 2-chloroacetyl chloride was added. The reaction mixture was stirred at room temperature for 5 hours and then it was extracted twice with 100 ml. of 1N hydrochloric acid, followed by 100 ml. of saturated sodium chloride solution. The resulting toluene solution was dried using magnesium sul... Product: CC(C)(C)C1=CC=C(C=C1C1=C(C=CC(=C1)OC)F)COC1=CC=C(C=C1)[C@H](CC(=O)O)C=C(C)C ((3R)-3-(4-(((6-(1,1-Dimethylethyl)-2′-fluoro-5′-(methyloxy)-1,1′-biphenyl-3-yl)methyl)oxy)phenyl)-5-methyl-4-hexenoic acid). The yield is 61.1%. Reported procedure: To a stirred solution of 14.4 (0.048 g, 0.10 mmol) in THF (2.00 mL, 0.10 mmol) and EtOH (2.00 mL, 0.10 mmol) at 23° C. was added a 1 M solution of sodium hydroxide (1 mL, 1 mmol). Stirring was continued for 15 hours. The resulting reaction was concentrated in vacuo. 1N HCl was added to bring the pH to 1, and the resulting mixture was extracted with EtOAc, dried over MgSO4, and concentrated. The crude product was purified by silica gel flash chromatography (0-20% EtOAc/hexane) to afford compound ... Reactants: CC(C)(C)C1=CC=C(C=C1C1=C(C=CC(=C1)OC)F)COC1=CC=C(C=C1)[C@H](CC(=O)OC)C=C(C)C (Methyl (3R)-3-(4-(((6-(1,1-dimethylethyl)-2′-fluoro-5′-(methyloxy)-1,1′-biphenyl-3-yl)methyl)oxy)phenyl)-5-methyl-4-hexenoate), C1CCOC1 (THF), CCO (EtOH), solution, [OH-].[Na+] (sodium hydroxide). Conditions: time 15 hour. RXN SMILES: [CH3:1][C:2]([C:5]1[C:10]([C:11]2[CH:16]=[C:15]([O:17][CH3:18])[CH:14]=[CH:13][C:12]=2[F:19])=[CH:9][C:8]([CH2:20][O:21][C:22]2[CH:27]=[CH:26][C:25]([C@@H:28]([CH:34]=[C:35]([CH3:37])[CH3:36])[CH2:29][C:30]([O:32]C)=[O:31])=[CH:24][CH:23]=2)=[CH:7][CH:6]=1)([CH3:4])[CH3:3].C1COCC1.CCO.[OH-].[Na+]>>[CH3:4][C:2]([C:5]1[C:10]([C:11]2[CH:16]=[C:15]([O:17][CH3:18])[CH:14]=[CH:13][C:12]=2[F:19])=[CH:9][C:8]([CH2:20][O:21][C:22]2[CH:23]=[CH:24][C:25]([C@@H:28]([CH:34]=[C:35]([CH3:37])[CH3:36])[CH2:29][C:30]([OH:32])=[O:31])=[CH:26][CH:27]=2)=[CH:7][CH:6]=1)([CH3:1])[CH3:3] |f:3.4|.